This data is from the Open Reaction Database (ORD), a public repository of structured organic reaction records. The task is: describe an organic reaction: reactants, conditions, products, and yield Reactants: [K].CC(C)(C)O (2-methyl-2-propanol potassium salt), BrCC(C)=O (bromopropanone), CC1(C(C2=CC=CC=C2C1)NC=NC#N)C (N-(2,3-dihydro-2,2-dimethyl-1H-inden-1-yl)-N'-cyanoformamidine), CN(C=O)C (N,N-dimethylformamide). The solvent is O (water). Conditions: time 4 hour. The product is 93, NC=1N=CN(C1C(C)=O)C1C(CC2=CC=CC=C12)(C)C ([4-amino-1-(2,3-dihydro-2,2-dimethyl-1H-inden-1-yl)-1H-imidazol-5-yl]ethanone). The yield is 23.0%. Reaction SMILES: [CH3:1][C:2]1([CH3:16])[CH2:10][C:9]2[C:4](=[CH:5][CH:6]=[CH:7][CH:8]=2)[CH:3]1[NH:11][CH:12]=[N:13][C:14]#[N:15].CN(C)C=O.[K].[CH3:23][C:24]([OH:27])(C)[CH3:25].BrCC(=O)C>O>[NH2:15][C:14]1[N:13]=[CH:12][N:11]([CH:3]2[C:4]3[C:9](=[CH:8][CH:7]=[CH:6][CH:5]=3)[CH2:10][C:2]2([CH3:16])[CH3:1])[C:23]=1[C:24](=[O:27])[CH3:25] |f:2.3,^1:21|. Procedure details: 316 Parts of N-(2,3-dihydro-2,2-dimethyl-1H-inden-1-yl)-N'-cyanoformamidine were suspended in 282 parts of N,N-dimethylformamide. To this suspension were added slowly 163 parts of 2-methyl-2-propanol potassium salt and after stirring at room temperature for 4 hours there were added dropwise 194 parts of bromopropanone. After 48 hours, the reaction mixture was poured into water and extracted with 1,1'-oxybisethane. The separated organic layers were evaporated and the residue was crystallized firs... Starting materials: CN1C(=NC2=C(C1=O)C(=CS2)C)S (3,5-dimethyl-2-mercaptothieno[2,3-d]pyrimidin-4(3H)-one), [OH-].[Na+] (sodium hydroxide), CN(C)C=O (DMF), ClC1=CC=C(C(=O)C2=CC=C(CBr)C=C2)C=C1 (4-(4-chlorobenzoyl)benzyl bromide). Solvent: CO (methanol), O (water). Conditions: time 1 hour. Product: ClC1=CC=C(C(=O)C2=CC=C(CSC=3N(C(C4=C(N3)SC=C4C)=O)C)C=C2)C=C1 (2-[4-(4-Chlorobenzoyl)benzyl]thio-3,5-dimethylthieno[2,3-d]pyrimidin-4(3H)-one). Isolated yield 39.9%. Reaction SMILES: [CH3:1][N:2]1[C:7](=[O:8])[C:6]2[C:9]([CH3:12])=[CH:10][S:11][C:5]=2[N:4]=[C:3]1[SH:13].[OH-].[Na+].CN(C=O)C.[Cl:21][C:22]1[CH:37]=[CH:36][C:25]([C:26]([C:28]2[CH:35]=[CH:34][C:31]([CH2:32]Br)=[CH:30][CH:29]=2)=[O:27])=[CH:24][CH:23]=1>CO.O>[Cl:21][C:22]1[CH:23]=[CH:24][C:25]([C:26]([C:28]2[CH:35]=[CH:34][C:31]([CH2:32][S:13][C:3]3[N:2]([CH3:1])[C:7](=[O:8])[C:6]4[C:9]([CH3:12])=[CH:10][S:11][C:5]=4[N:4]=3)=[CH:30][CH:29]=2)=[O:27])=[CH:36][CH:37]=1 |f:1.2|. Procedure: To a solution of 3,5-dimethyl-2-mercaptothieno[2,3-d]pyrimidin-4(3H)-one (1.06 g) and sodium hydroxide (205 mg) in 50% methanol (16 ml)-DMF (4 ml) was added 4-(4-chlorobenzoyl)benzyl bromide (1.69 g) and the mixture was stirred at room temperature for 1 hour. This reaction mixture was poured in water and the resulting crystals were collected by filtration, rinsed with water, and recrystallized from ethyl acetate to provide the title compound as colorless solid (878 mg).